From a dataset of the Open Reaction Database (ORD), a public repository of structured organic reaction records. describe an organic reaction: reactants, conditions, products, and yield The reagents and catalysts are C=1C=CC(=CC1)[P](C=2C=CC=CC2)(C=3C=CC=CC3)[Pd]([P](C=4C=CC=CC4)(C=5C=CC=CC5)C=6C=CC=CC6)([P](C=7C=CC=CC7)(C=8C=CC=CC8)C=9C=CC=CC9)[P](C=1C=CC=CC1)(C=1C=CC=CC1)C=1C=CC=CC1 (tetrakis(triphenylphosphine)palladium). RXN SMILES: Cl[C:2]1[CH:11]=[CH:10][C:9]2[N:8]=[CH:7][C:6]3[C:12](=[O:27])[NH:13][C:14](=[O:26])[N:15]([C:16]4[CH:21]=[CH:20][CH:19]=[C:18]([C:22]([F:25])([F:24])[F:23])[CH:17]=4)[C:5]=3[C:4]=2[N:3]=1.CC1(C)C(C)(C)OB([C:36]2[CH:37]=[C:38]3[CH:44]=[CH:43][NH:42][C:39]3=[N:40][CH:41]=2)O1.C(=O)([O-])[O-].[K+].[K+].O1CCOCC1>Cl.C1C=CC([P]([Pd]([P](C2C=CC=CC=2)(C2C=CC=CC=2)C2C=CC=CC=2)([P](C2C=CC=CC=2)(C2C=CC=CC=2)C2C=CC=CC=2)[P](C2C=CC=CC=2)(C2C=CC=CC=2)C2C=CC=CC=2)(C2C=CC=CC=2)C2C=CC=CC=2)=CC=1.O>[NH:42]1[C:39]2=[N:40][CH:41]=[C:36]([C:2]3[CH:11]=[CH:10][C:9]4[N:8]=[CH:7][C:6]5[C:12](=[O:27])[NH:13][C:14](=[O:26])[N:15]([C:16]6[CH:21]=[CH:20][CH:19]=[C:18]([C:22]([F:25])([F:24])[F:23])[CH:17]=6)[C:5]=5[C:4]=4[N:3]=3)[CH:37]=[C:38]2[CH:44]=[CH:43]1 |f:2.3.4,^1:62,64,83,102|. Reported procedure: 9-chloro-1-(3-(trifluoromethyl)phenyl)pyrimidino[5,4-c][1,5]naphthyridine-2,4(1H,3H)-dione (300 mg, 0.77 mmol), 5-(4,4,5,5-tetramethyl-1,3,2-dioxaborolan-2-yl)-1H-pyrrolo[2,3-b]pyridine (188 mg, 0.77 mmol), potassium carbonate (317 mg, 2.3 mmol) and tetrakis(triphenylphosphine)palladium (45 mg, 0.04 mmol) were added to 40 mL dioxane and 2 mL water. The resulting mixture was reacted under reflux in the nitrogen protection for 18 hrs, cooled to room temperature, and concentrated. 40 mL water was a... The solvent is O (water), Cl (hydrochloric acid). Isolated yield 46.5%. The product is N1C=CC=2C1=NC=C(C2)C2=NC=1C3=C(C=NC1C=C2)C(NC(N3C3=CC(=CC=C3)C(F)(F)F)=O)=O (9-(1H-pyrrolo[2,3-b]pyridin-5-yl)-1-(3-(trifluoromethyl)phenyl)pyrimidino[5,4-c][1,5]naphthyridine-2,4(1H, 3H)-dione). Reactants: ClC1=NC=2C3=C(C=NC2C=C1)C(NC(N3C3=CC(=CC=C3)C(F)(F)F)=O)=O (9-chloro-1-(3-(trifluoromethyl)phenyl)pyrimidino[5,4-c][1,5]naphthyridine-2,4(1H,3H)-dione), CC1(OB(OC1(C)C)C=1C=C2C(=NC1)NC=C2)C (5-(4,4,5,5-tetramethyl-1,3,2-dioxaborolan-2-yl)-1H-pyrrolo[2,3-b]pyridine), C([O-])([O-])=O.[K+].[K+] (potassium carbonate), O1CCOCC1 (dioxane). The reactants are C12CNCC(CC1)C2N(C(OC(C)(C)C)=O)C (tert-butyl 3-azabicyclo[3.2.1]oct-8-yl(methyl)carbamate), CS(=O)(=O)OCCCC(OC1=CC(=C(C=C1)OC)OC)C1=CC=C(C=C1)C#N (4-(4-Cyanophenyl)-4-(3,4-dimethoxyphenoxy)butyl Methanesulfonate), C([O-])([O-])=O.[K+].[K+] (potassium carbonate). Run in CN(C)C=O (DMF). Run at temperature 90 celsius. Yields the product C(#N)C1=CC=C(C=C1)C(CCCN1CC2CCC(C1)C2N(C(OC(C)(C)C)=O)C)OC2=CC(=C(C=C2)OC)OC (tert-Butyl 3-[4-(4-cyanophenyl)-4-(3,4-dimethoxyphenoxy)butyl]-3-azabicyclo[3.2.1]oct-8-yl(methyl)carbamate). The yield is 60.1%. As a reaction SMILES: [CH:1]12[CH:8]([N:9]([CH3:17])[C:10](=[O:16])[O:11][C:12]([CH3:15])([CH3:14])[CH3:13])[CH:5]([CH2:6][CH2:7]1)[CH2:4][NH:3][CH2:2]2.CS(O[CH2:23][CH2:24][CH2:25][CH:26]([C:38]1[CH:43]=[CH:42][C:41]([C:44]#[N:45])=[CH:40][CH:39]=1)[O:27][C:28]1[CH:33]=[CH:32][C:31]([O:34][CH3:35])=[C:30]([O:36][CH3:37])[CH:29]=1)(=O)=O.C(=O)([O-])[O-].[K+].[K+]>CN(C=O)C>[C:44]([C:41]1[CH:40]=[CH:39][C:38]([CH:26]([O:27][C:28]2[CH:33]=[CH:32][C:31]([O:34][CH3:35])=[C:30]([O:36][CH3:37])[CH:29]=2)[CH2:25][CH2:24][CH2:23][N:3]2[CH2:4][CH:5]3[CH:8]([N:9]([CH3:17])[C:10](=[O:16])[O:11][C:12]([CH3:13])([CH3:14])[CH3:15])[CH:1]([CH2:7][CH2:6]3)[CH2:2]2)=[CH:43][CH:42]=1)#[N:45] |f:2.3.4|. Procedure details: A mixture of tert-butyl 3-azabicyclo[3.2.1]oct-8-yl(methyl)carbamate (Preparation D; 2.60 g, 10.9 mmol), 4-(4-cyanophenyl)-4-(3,4-dimethoxyphenoxy)butyl methanesulfonate (see step (iii) above; 4.40 g, 10.9 mmol), and potassium carbonate (1.50 g, 10.9 mmol) in DMF (50 mL) was heated at 90° C. under nitrogen for 4 h. The mixture was partitioned with water (50 mL) and diethyl ether (50 mL). The aqueous layer was extracted with diethyl ether (2×50 mL). The combined organic extracts were washed with ...